Task: describe an organic reaction: reactants, conditions, products, and yield. Dataset: the Open Reaction Database (ORD), a public repository of structured organic reaction records Reactants: ClC1=C2C(=NC3=CC=CC=C13)N(N=C2)CC (4-chloro-1-ethyl-1H-pyrazolo[3,4-b]quinoline), NC[C@@H]1CC[C@H](CC1)C(=O)O (trans-4-(aminomethyl)cyclohexane carboxylic acid), CS(=O)C (DMSO). Run at temperature 180 celsius. Yields the product C(C)N1N=CC=2C1=NC1=CC=CC=C1C2NCC2CCC(CC2)C(=O)OCSC (1-ethyl-N-[[4-(methylthiomethoxycarbonyl) cyclohexyl]methyl]-1H-pyrazolo[3,4-b]quinolin-4-amine). As a reaction SMILES: Cl[C:2]1[C:11]2[C:6](=[CH:7][CH:8]=[CH:9][CH:10]=2)[N:5]=[C:4]2[N:12]([CH2:15][CH3:16])[N:13]=[CH:14][C:3]=12.[NH2:17][CH2:18][C@H:19]1[CH2:24][CH2:23][C@H:22]([C:25]([OH:27])=[O:26])[CH2:21][CH2:20]1.[CH3:28][S:29]([CH3:31])=O>>[CH2:15]([N:12]1[C:4]2=[N:5][C:6]3[C:11]([C:2]([NH:17][CH2:18][CH:19]4[CH2:20][CH2:21][CH:22]([C:25]([O:27][CH2:28][S:29][CH3:31])=[O:26])[CH2:23][CH2:24]4)=[C:3]2[CH:14]=[N:13]1)=[CH:10][CH:9]=[CH:8][CH:7]=3)[CH3:16]. Procedure details: A mixture of 4-chloro-1-ethyl-1H-pyrazolo[3,4-b]quinoline (3 g), DMSO (9 ml) and trans-4-(aminomethyl)cyclohexane carboxylic acid (4.1 g) was heated at 180° C. overnight. The reaction mixture was then partitioned between CH2Cl2 and water, the layers were separated and the aqueous layer was extracted with CH2Cl2. The organic layers were combined, washed with water, dried over Na2SO4, and evaporated. The residue was purified by column chromatography on silca gel to afford an oil which was crystall... Reactants: FC1=NC=CC=C1C1CCOCCC1 (2-Fluoro-3-(oxepan-4-yl)pyridine), N1=C(C=CC=C1)NC1=CC=C(C=C1)O (4-(pyridin-2-ylamino)phenol), C([O-])([O-])=O.[Cs+].[Cs+] (cesium carbonate). Run in CN1CCCC1=O (NMP), O (water). Run at temperature 120 celsius, time 17 hour. Yields the product O1CCC(CCC1)C=1C(=NC=CC1)OC1=CC=C(C=C1)NC1=NC=CC=C1 (N-(4-(3-(oxepan-4-yl)pyridin-2-yloxy)phenyl)pyridin-2-amine). Reaction SMILES: F[C:2]1[C:7]([CH:8]2[CH2:14][CH2:13][CH2:12][O:11][CH2:10][CH2:9]2)=[CH:6][CH:5]=[CH:4][N:3]=1.[N:15]1[CH:20]=[CH:19][CH:18]=[CH:17][C:16]=1[NH:21][C:22]1[CH:27]=[CH:26][C:25]([OH:28])=[CH:24][CH:23]=1.C(=O)([O-])[O-].[Cs+].[Cs+]>CN1C(=O)CCC1.O>[O:11]1[CH2:12][CH2:13][CH2:14][CH:8]([C:7]2[C:2]([O:28][C:25]3[CH:24]=[CH:23][C:22]([NH:21][C:16]4[CH:17]=[CH:18][CH:19]=[CH:20][N:15]=4)=[CH:27][CH:26]=3)=[N:3][CH:4]=[CH:5][CH:6]=2)[CH2:9][CH2:10]1 |f:2.3.4|. Reported procedure: 2-Fluoro-3-(oxepan-4-yl)pyridine (0.061 g, 0.31 mmol), 4-(pyridin-2-ylamino)phenol (0.18 g, 0.94 mmol), and cesium carbonate (0.31 g, 0.94 mmol) were mixed in NMP (0.75 mL). The reaction mixture was placed under a nitrogen atmosphere and stirred at 120° C. for 17 h. The reaction mixture was cooled to room temperature, diluted with water, and extracted with EtOAc (2×). The combined organic layers were washed with 1 M aqueous sodium hydroxide, washed with sat. sodium chloride, dried over magnesium... Procedure: In 200 ml of pyridine was placed 19.56 g (0.1 mol) of (2S,4R)-4-hydroxyproline ethyl ester hydrochloride, and 12.03 g (0.105 mol) of methanesulfonyl chloride was slowly added dropwise to the mixture under agitation and ice-cooling. After stirring the mixture under ice-cooling for 6 hours, the mixture was further stirred overnight at room temperature. After distilling off the pyridine under reduced pressure, 10% hydrochloric acid was added to the reaction mixture under ice-cooling. The mixture wa... As a reaction SMILES: Cl.[CH2:2]([O:4][C:5](=[O:12])[C@@H:6]1[CH2:10][C@@H:9]([OH:11])[CH2:8][NH:7]1)[CH3:3].[CH3:13][S:14](Cl)(=[O:16])=[O:15]>N1C=CC=CC=1>[CH2:2]([O:4][C:5](=[O:12])[C@@H:6]1[CH2:10][C@@H:9]([OH:11])[CH2:8][N:7]1[S:14]([CH3:13])(=[O:16])=[O:15])[CH3:3] |f:0.1|. The reactants are Cl.C(C)OC([C@H]1NC[C@@H](C1)O)=O ((2S,4R)-4-hydroxyproline ethyl ester hydrochloride), CS(=O)(=O)Cl (methanesulfonyl chloride). The solvent is N1=CC=CC=C1 (pyridine). The product is C(C)OC([C@H]1N(C[C@@H](C1)O)S(=O)(=O)C)=O ((2S,4R)-N-methanesulfonyl-4-hydroxyproline ethyl ester). Starting materials: COCCOC, CN1CCCC1=O, NC1CN(c2cnc(Cl)c(Cl)c2)CC1CO, O, O=S(Cl)Cl. Yields the product Clc1cc(N2CC3CNC3C2)cnc1Cl. Reaction SMILES: [CH3:22][O:23][CH2:24][CH2:25][O:26][CH3:27].[CH3:28][N:29]1[CH2:30][CH2:31][CH2:32][C:33]1=[O:34].[NH2:1][CH:2]1[CH:3]([CH2:15][OH:16])[CH2:4][N:5]([c:7]2[cH:8][n:9][c:10]([Cl:14])[c:11]([Cl:13])[cH:12]2)[CH2:6]1.[OH2:21].[S:17]([Cl:18])([Cl:19])=[O:20]>>[NH:1]1[CH:2]2[CH:3]([CH2:4][N:5]([c:7]3[cH:8][n:9][c:10]([Cl:14])[c:11]([Cl:13])[cH:12]3)[CH2:6]2)[CH2:15]1. The reactants are ClC1=C(C=C(C(=O)O)C=C1)[N+](=O)[O-] (4-chloro-3-nitrobenzoic acid), C[C@@H]1CC[C@H](CC1)N (trans 4-methylcyclohexyl-amine), ClC1=CC=C(C2=CC=C(C=C2C2=NC3=CC=C(C=C3C=C2)C2=NC3=C(N2CC)C=CC(=C3)C(=O)O)OC)C=C1 (2-[2-(4′-chloro-4-methoxy-biphen-2-yl)-quinolin-6-yl]-1-ethyl-1H-benzoimidazole-5-carboxylic acid). Product: ClC1=CC=C(C2=CC=C(C=C2C2=NC3=CC=C(C=C3C=C2)C2=NC3=C(N2C2CCC(CC2)C)C=CC(=C3)C(=O)O)OC)C=C1 (2-[2-(4′-chloro-4-methoxy-biphen-2-yl)-quinolin-6-yl]-1-(4-methyl-cyclohexyl)-1H-benzoimidazole-5-carboxylic acid). Reaction SMILES: Cl[C:2]1[CH:10]=[CH:9][C:5]([C:6]([OH:8])=[O:7])=[CH:4][C:3]=1[N+:11]([O-])=O.C[C@H]1CC[C@H](N)CC1.[Cl:22][C:23]1[CH:60]=[CH:59][C:26]([C:27]2[C:32]([C:33]3[CH:42]=[CH:41][C:40]4[C:35](=[CH:36][CH:37]=[C:38]([C:43]5[N:47](CC)[C:46]6[CH:50]=[CH:51][C:52]([C:54](O)=O)=[CH:53][C:45]=6N=5)[CH:39]=4)[N:34]=3)=[CH:31][C:30]([O:57][CH3:58])=[CH:29][CH:28]=2)=[CH:25][CH:24]=1>>[Cl:22][C:23]1[CH:60]=[CH:59][C:26]([C:27]2[C:32]([C:33]3[CH:42]=[CH:41][C:40]4[C:35](=[CH:36][CH:37]=[C:38]([C:43]5[N:47]([CH:46]6[CH2:45][CH2:53][CH:52]([CH3:54])[CH2:51][CH2:50]6)[C:2]6[CH:10]=[CH:9][C:5]([C:6]([OH:8])=[O:7])=[CH:4][C:3]=6[N:11]=5)[CH:39]=4)[N:34]=3)=[CH:31][C:30]([O:57][CH3:58])=[CH:29][CH:28]=2)=[CH:25][CH:24]=1. Procedure: The title compound was prepared from Resin 534a and a mixture of cis and trans 4-methylcyclohexyl-amine according to the procedure described in the preparation of Compound 534. Starting materials: CCO, [Cl-], [Fe], O=C(Cc1cccc(Oc2ccccc2F)c1[N+](=O)[O-])N1CCC(O)CC1, [NH4+], O. The product is Nc1c(CC(=O)N2CCC(O)CC2)cccc1Oc1ccccc1F. As a reaction SMILES: [CH3:31][CH2:32][OH:33].[Cl-:1].[Fe:34].[N+:4]([O-:5])(=[O:6])[c:7]1[c:8]([CH2:21][C:22](=[O:23])[N:24]2[CH2:25][CH2:26][CH:27]([OH:30])[CH2:28][CH2:29]2)[cH:9][cH:10][cH:11][c:12]1[O:13][c:14]1[c:15]([F:20])[cH:16][cH:17][cH:18][cH:19]1.[NH4+:2].[OH2:3]>>[NH2:4][c:7]1[c:8]([CH2:21][C:22](=[O:23])[N:24]2[CH2:25][CH2:26][CH:27]([OH:30])[CH2:28][CH2:29]2)[cH:9][cH:10][cH:11][c:12]1[O:13][c:14]1[c:15]([F:20])[cH:16][cH:17][cH:18][cH:19]1. Reactants: COC1=C(C=O)C=CC(=C1)OCC=C(C)C (2-methoxy-4-(3-methylbut-2-enyloxy)benzaldehyde), COC1=C(C=O)C=C(C(=C1)O)C(C=C)(C)C (2-methoxy-4-hydroxy-5-(1,1-dimethyl-prop-2-enyl)benzaldehyde), OC1=CC=C(C=O)C=C1 (4-hydroxybenzaldehyde). Yields the product CC(C)(C=C)C1=C(C=C(C(=C1)/C=C/C(=O)C2=CC=C(C=C2)O)OC)O (licochalcone A). As a reaction SMILES: CO[C:3]1[CH:10]=[C:9]([O:11]CC=C(C)C)[CH:8]=[CH:7][C:4]=1[CH:5]=[O:6].[CH3:17][O:18][C:19]1[CH:26]=[C:25]([OH:27])[C:24]([C:28]([CH3:32])([CH3:31])[CH:29]=[CH2:30])=[CH:23][C:20]=1[CH:21]=O.O[C:34]1C=CC(C=O)=CC=1>>[CH3:31][C:28]([C:24]1[CH:23]=[C:20](/[CH:21]=[CH:34]/[C:5]([C:4]2[CH:3]=[CH:10][C:9]([OH:11])=[CH:8][CH:7]=2)=[O:6])[C:19]([O:18][CH3:17])=[CH:26][C:25]=1[OH:27])([CH:29]=[CH2:30])[CH3:32]. Reported procedure: The Claisen rearrangement of 2-methoxy-4-(3-methylbut-2-enyloxy)benzaldehyde and the Claisen condensation of the resulting 2-methoxy-4-hydroxy-5-(1,1-dimethyl-prop-2-enyl)benzaldehyde with 4-hydroxybenzaldehyde to give licochalcone A was performed according to the Chinese procedure: Starting materials: [N+](=O)([O-])C1=CC=CC=2C(C3=C(C=CC=C3C(C12)=O)[N+](=O)[O-])=O (1,5-dinitroanthraquinone), [S] (sulphur), OS(=O)(=O)O.O=S(=O)=O (oleum), B(O)(O)O (boric acid). Yields the product OC1=CC=C(C=2C(C3=CC=CC(=C3C(C12)=O)N)=O)N (1-hydroxy-4,8-diaminoanthraquinone). RXN SMILES: [N+:1]([C:4]1[C:17]2[C:16](=[O:18])[C:15]3[C:10](=[C:11]([N+:19]([O-])=O)[CH:12]=[CH:13][CH:14]=3)[C:9](=[O:22])[C:8]=2[CH:7]=[CH:6][CH:5]=1)([O-])=O.[OH:23]S(O)(=O)=O.O=S(=O)=O.B(O)(O)O.[S]>>[OH:23][C:14]1[C:15]2[C:16](=[O:18])[C:17]3[C:8](=[CH:7][CH:6]=[CH:5][C:4]=3[NH2:1])[C:9](=[O:22])[C:10]=2[C:11]([NH2:19])=[CH:12][CH:13]=1 |f:1.2,^3:35|. Procedure details: 100 parts of 1,5-dinitroanthraquinone are reduced as indicated in Example 3 with 35% strength oleum in the presence of boric acid by means of sulphur. The batch is then discharged onto 4,000 parts of ice and the product is filtered off with suction. After washing until neutral, 98 parts of 1-hydroxy-4-amino-8-nitroanthraquinone are obtained in the form of a 38% strength presscake, which can be reduced, for example to give 1-hydroxy-4,8-diaminoanthraquinone. Procedure: To a solution of 2-(2,6-dichloro-phenyl)-3H-benzoimidazole-5-carboxylic acid hydrazide (150 mg, 0.466 mmol) in DMF (3 mL) add 3-methoxy phenyl isothiocyanate (69 uL, 0.512 mmol) and stir for 1.5 hr. Add EDCI (179 mg, 0.932 mmol) and heat to 80° C. for 50 min. Upon cooling to room temp, dilute the reaction with EtOAc (75 mL) and extract with water (15 mL). Evaporate the organic phase and suspend the solid in 1 N NaOH. Collect the solid wash with water and Et2O, Suspend the solid in boiling toluen... Reaction SMILES: [Cl:1][C:2]1[CH:7]=[CH:6][CH:5]=[C:4]([Cl:8])[C:3]=1[C:9]1[NH:10][C:11]2[CH:17]=[C:16]([C:18]([NH:20][NH2:21])=[O:19])[CH:15]=[CH:14][C:12]=2[N:13]=1.[CH3:22][O:23][C:24]1[CH:25]=[C:26]([N:30]=[C:31]=S)[CH:27]=[CH:28][CH:29]=1.CCN=C=NCCCN(C)C.CCOC(C)=O>CN(C=O)C>[Cl:1][C:2]1[CH:7]=[CH:6][CH:5]=[C:4]([Cl:8])[C:3]=1[C:9]1[NH:10][C:11]2[CH:17]=[C:16]([C:18]3[O:19][C:31]([NH:30][C:26]4[CH:27]=[CH:28][CH:29]=[C:24]([O:23][CH3:22])[CH:25]=4)=[N:21][N:20]=3)[CH:15]=[CH:14][C:12]=2[N:13]=1. The product is ClC1=C(C(=CC=C1)Cl)C=1NC2=C(N1)C=CC(=C2)C2=NN=C(O2)NC2=CC(=CC=C2)OC ({5-[2-(2,6-Dichloro-phenyl)-3H-benzoimidazol-5-yl]-[1,3,4]oxadiazol-2-yl}-(3-methoxy-phenyl)-amine). Starting materials: ClC1=C(C(=CC=C1)Cl)C=1NC2=C(N1)C=CC(=C2)C(=O)NN (2-(2,6-dichloro-phenyl)-3H-benzoimidazole-5-carboxylic acid hydrazide), COC=1C=C(C=CC1)N=C=S (3-methoxy phenyl isothiocyanate), CCOC(=O)C (EtOAc), CCN=C=NCCCN(C)C (EDCI). Run in CN(C)C=O (DMF). Run at time 1.5 hour. Starting materials: COC(N(C)C)OC (N,N-Dimethylformamide dimethyl acetal), OC1=CC2=C(N=C(S2)S(=O)(=O)N)C=C1 (6-hydroxybenzothiazole-2-sulfonamide). Solvent: C(C)#N (acetonitrile). Run at time 1 hour. Product: CN(C=NS(=O)(=O)C=1SC2=C(N1)C=CC(=C2)O)C (N,N-Dimethyl-N'-(6-hydroxybenzothiazole-2-sulfonyl)formamidine). As a reaction SMILES: CO[CH:3](OC)[N:4]([CH3:6])[CH3:5].[OH:9][C:10]1[CH:22]=[CH:21][C:13]2[N:14]=[C:15]([S:17]([NH2:20])(=[O:19])=[O:18])[S:16][C:12]=2[CH:11]=1>C(#N)C>[CH3:6][N:4]([CH3:5])[CH:3]=[N:20][S:17]([C:15]1[S:16][C:12]2[CH:11]=[C:10]([OH:9])[CH:22]=[CH:21][C:13]=2[N:14]=1)(=[O:18])=[O:19]. Reported procedure: N,N-Dimethylformamide dimethyl acetal (1.5 mL, 11.3 mmol) was added to a partial suspension of 6-hydroxybenzothiazole-2-sulfonamide (2.3 gm, 10 mmol) in acetonitrile (20 mL) to give an immediate solution. After stirring at room temperature for 1 hour, the reaction mixture was cooled and the crystalline product which formed (1.95 gm) was collected m.p. 195°-198° C. Evaporation of the reaction solvent and dissolution of the residue in ethyl acetate/acetonitrile which was washed with water, dried (...